This data is from the Open Reaction Database (ORD), a public repository of structured organic reaction records. The task is: describe an organic reaction: reactants, conditions, products, and yield The reactants are CC(C)=C(Cl)N(C)C, ClCCl, O=C(O)c1cc(Oc2ccc(C(=O)N3CCC3)nc2)cc(OC2CCOC2)c1, Cc1cnc(N)cn1, c1ccncc1. Product: Cc1cnc(NC(=O)c2cc(Oc3ccc(C(=O)N4CCC4)nc3)cc(OC3CCOC3)c2)cn1. RXN SMILES: [Cl:1][C:2]([N:3]([CH3:4])[CH3:5])=[C:6]([CH3:7])[CH3:8].[Cl:51][CH2:52][Cl:53].[N:9]1([C:13](=[O:14])[c:15]2[cH:16][cH:17][c:18]([O:21][c:22]3[cH:23][c:24]([C:25](=[O:26])[OH:27])[cH:28][c:29]([O:31][CH:32]4[CH2:33][O:34][CH2:35][CH2:36]4)[cH:30]3)[cH:19][n:20]2)[CH2:10][CH2:11][CH2:12]1.[NH2:37][c:38]1[n:39][cH:40][c:41]([CH3:44])[n:42][cH:43]1.[cH:45]1[cH:46][cH:47][n:48][cH:49][cH:50]1>>[N:9]1([C:13](=[O:14])[c:15]2[cH:16][cH:17][c:18]([O:21][c:22]3[cH:23][c:24]([C:25](=[O:26])[NH:37][c:38]4[n:39][cH:40][c:41]([CH3:44])[n:42][cH:43]4)[cH:28][c:29]([O:31][CH:32]4[CH2:33][O:34][CH2:35][CH2:36]4)[cH:30]3)[cH:19][n:20]2)[CH2:10][CH2:11][CH2:12]1. Starting materials: O=C([O-])[O-], ClCCN1CCOCC1, Cl, [K+], [K+], CN(C)C=O, O, Cn1c(=O)c2c(ncn2Cc2ccc(C(=O)c3ccc(O)cc3)cc2)n(C)c1=O. Yields the product Cn1c(=O)c2c(ncn2Cc2ccc(C(=O)c3ccc(OCCN4CCOCC4)cc3)cc2)n(C)c1=O. Reaction SMILES: [C:30](=[O:31])([O-:32])[O-:33].[Cl:37][CH2:38][CH2:39][N:40]1[CH2:41][CH2:42][O:43][CH2:44][CH2:45]1.[ClH:36].[K+:34].[K+:35].[O:46]=[CH:47][N:48]([CH3:49])[CH3:50].[OH2:51].[OH:1][c:2]1[cH:3][cH:4][c:5]([C:6](=[O:7])[c:8]2[cH:9][cH:10][c:11]([CH2:12][n:13]3[cH:14][n:15][c:16]4[n:17]([CH3:25])[c:18](=[O:24])[n:19]([CH3:23])[c:20](=[O:22])[c:21]34)[cH:26][cH:27]2)[cH:28][cH:29]1>>[O:1]([c:2]1[cH:3][cH:4][c:5]([C:6](=[O:7])[c:8]2[cH:9][cH:10][c:11]([CH2:12][n:13]3[cH:14][n:15][c:16]4[n:17]([CH3:25])[c:18](=[O:24])[n:19]([CH3:23])[c:20](=[O:22])[c:21]34)[cH:26][cH:27]2)[cH:28][cH:29]1)[CH2:38][CH2:39][N:40]1[CH2:41][CH2:42][O:43][CH2:44][CH2:45]1. The reactants are C(C)OC(=O)C1=C(C2=C(C(=N1)C#N)N=C(S2)C2=CC=CC=C2)O (4-cyano-7-hydroxy-2-phenyl-thiazolo[4,5-c]pyridine-6-carboxylic acid ethyl ester), NCC(=O)O (glycine). Run in C[O-].[Na+].CO (sodium methoxide methanol). Yields the product C(#N)C1=NC(=C(C2=C1N=C(S2)C2=CC=CC=C2)O)C(=O)NCC(=O)O ([(4-Cyano-7-hydroxy-2-phenyl-thiazolo[4,5-c]pyridine-6-carbonyl)-amino]-acetic acid). Yield: 80.0%. RXN SMILES: C(O[C:4]([C:6]1[N:11]=[C:10]([C:12]#[N:13])[C:9]2[N:14]=[C:15]([C:17]3[CH:22]=[CH:21][CH:20]=[CH:19][CH:18]=3)[S:16][C:8]=2[C:7]=1[OH:23])=[O:5])C.[NH2:24][CH2:25][C:26]([OH:28])=[O:27]>C[O-].[Na+].CO>[C:12]([C:10]1[C:9]2[N:14]=[C:15]([C:17]3[CH:22]=[CH:21][CH:20]=[CH:19][CH:18]=3)[S:16][C:8]=2[C:7]([OH:23])=[C:6]([C:4]([NH:24][CH2:25][C:26]([OH:28])=[O:27])=[O:5])[N:11]=1)#[N:13] |f:2.3.4|. Procedure details: A mixture of 4-cyano-7-hydroxy-2-phenyl-thiazolo[4,5-c]pyridine-6-carboxylic acid ethyl ester (39 mg, 0.12 mmole) and glycine (182 mg, 2.41 mmole) in 0.5 M sodium methoxide/methanol (4.6 ml) was refluxed for 28 hours before it was cooled to room temperature and concentrated in vacuo. The residue was dissolved in water (15 ml) and extracted twice with methyl tert-butyl ether. The remaining aqueous layer was acidified to pH=3 with 1N HCl (3.5 ml). The solid precipitate was filtered, washed with wa... Reactants: CCCCCCCCCCOc1ccc(C(=O)Cl)cc1C(C)(C)C, [H-], [Na+], C1CCOC1, CC(=O)NCc1ccccn1. Yields the product CCCCCCCCCCOc1ccc(C(=O)N(Cc2ccccn2)C(C)=O)cc1C(C)(C)C. RXN SMILES: [CH2:1]([CH2:2][CH2:3][CH2:4][CH2:5][CH2:6][CH2:7][CH2:8][CH2:9][CH3:10])[O:11][c:12]1[c:13]([C:21]([CH3:22])([CH3:23])[CH3:24])[cH:14][c:15]([C:16](=[O:17])[Cl:18])[cH:19][cH:20]1.[H-:36].[Na+:37].[O:38]1[CH2:39][CH2:40][CH2:41][CH2:42]1.[n:25]1[c:26]([CH2:31][NH:32][C:33]([CH3:34])=[O:35])[cH:27][cH:28][cH:29][cH:30]1>>[CH2:1]([CH2:2][CH2:3][CH2:4][CH2:5][CH2:6][CH2:7][CH2:8][CH2:9][CH3:10])[O:11][c:12]1[c:13]([C:21]([CH3:22])([CH3:23])[CH3:24])[cH:14][c:15]([C:16](=[O:17])[N:32]([CH2:31][c:26]2[n:25][cH:30][cH:29][cH:28][cH:27]2)[C:33]([CH3:34])=[O:35])[cH:19][cH:20]1.